This data is from the Open Reaction Database (ORD), a public repository of structured organic reaction records. The task is: describe an organic reaction: reactants, conditions, products, and yield The reactants are CCOCC (ether), C(=O)(OCC1=CC=CC=C1)N1[C@H](C(=O)NCC2CC=3C(=C4C=CC(NC4=C(C3)C)=O)O2)CCC1 (2-(Carbobenzyloxy-L-prolyl)aminomethyl-5-methyl-2,3,6,7-tetrahydrofuro-[2,3-f]quinoline-7-one), [H][H] (hydrogen), resultant residue, resultant residue. Reagents/catalysts: [Pd] (palladium-on-carbon). Solvent: CO (methanol), CN(C=O)C (dimethylformamide), CO (methanol), HCl-. The product is CC=1C=C2C(=C3C=CC(NC13)=O)OC(C2)CNC([C@H]2NCCC2)=O (5-Methyl-2-(L-prolylaminomethyl)-2,3,6,7-tetrahydrofuro-[2,3-f]quinoline-7-one). The yield is 109.6%. As a reaction SMILES: C([N:11]1[CH2:34][CH2:33][CH2:32][C@H:12]1[C:13]([NH:15][CH2:16][CH:17]1[O:31][C:20]2=[C:21]3[C:26](=[C:27]([CH3:29])[CH:28]=[C:19]2[CH2:18]1)[NH:25][C:24](=[O:30])[CH:23]=[CH:22]3)=[O:14])(OCC1C=CC=CC=1)=O.[H][H].CCOCC>CN(C)C=O.CO.[Pd]>[CH3:29][C:27]1[CH:28]=[C:19]2[CH2:18][CH:17]([CH2:16][NH:15][C:13](=[O:14])[C@@H:12]3[CH2:32][CH2:33][CH2:34][NH:11]3)[O:31][C:20]2=[C:21]2[C:26]=1[NH:25][C:24](=[O:30])[CH:23]=[CH:22]2. Procedure details: 2-(Carbobenzyloxy-L-prolyl)aminomethyl-5-methyl-2,3,6,7-tetrahydrofuro-[2,3-f]quinoline-7-one (1.04 g, 2.25 mmol) was dissolved in dimethylformamide (130 ml). To the obtained solution, 10% palladium-on-carbon (1.04 g) was added, followed by stirring at room temperature for 4 hours in the atmosphere of hydrogen. The reaction mixture was filtered, and the filtrate was condensed under reduced pressure. The resultant residue was dissolved in methanol (65 ml), to which 1.37 N-HCl--methanol (1.81 ml) ... The solvent is CCOCC (ether), CCOCC (ether), CCOCC (ether). Reaction SMILES: [Mg].[CH3:2]I.[CH3:4][C:5]1[CH2:10][CH2:9][C:8]([CH3:12])([CH3:11])[C:7](=[O:13])[CH:6]=1.Cl>CCOCC.[Cu]I>[CH3:11][C:8]1([CH3:12])[CH2:9][CH2:10][C:5]([CH3:2])([CH3:4])[CH2:6][C:7]1=[O:13]. Starting materials: [Mg] (magnesium), Cl (hydrochloric acid), CI (methyl iodide), CC1=CC(C(CC1)(C)C)=O (3,6,6-trimethyl-2-cyclohexenone). Run at temperature 0 celsius, time 15 minute. Procedure details: 5.3 g of magnesium shavings are covered with 100 ml of ether and 30.8 g of methyl iodide are added dropwise in such a manner that the mixture boils slightly. After the addition of 100 ml of ether, the mixture is held at reflux temperature for a further 3 hours, cooled by means of an ice-bath and treated with 20.7 g of copper (I) iodide. After stirring for 15 minutes at 0° C., a solution of 10 g of 3,6,6-trimethyl-2-cyclohexenone in 40 ml of ether is added and the mixture is stirred at 0° C. for ... Isolated yield 76.2%. Yields the product CC1(C(CC(CC1)(C)C)=O)C (2,2,5,5-tetramethylcyclohexanone). Reagents/catalysts: [Cu]I (copper (I) iodide).